Task: describe an organic reaction: reactants, conditions, products, and yield. Dataset: the Open Reaction Database (ORD), a public repository of structured organic reaction records Reactants: ClC=1C=CC(=C(C1)N=C=S)C (5-chloro-2-methyl-phenyl isothiocyanate), NC=1SC2=C(N1)C=CC=C2 (2-aminobenzothiazole). The product is S1C(=NC2=C1C=CC=C2)NC(=S)NC2=C(C=CC(=C2)Cl)C (1-(Benzothiazol-2-yl)-3-(5-chloro-2-methyl-phenyl)-thiourea), solid. Yield: 30.0%. As a reaction SMILES: [Cl:1][C:2]1[CH:3]=[CH:4][C:5]([CH3:11])=[C:6]([N:8]=[C:9]=[S:10])[CH:7]=1.[NH2:12][C:13]1[S:14][C:15]2[CH:21]=[CH:20][CH:19]=[CH:18][C:16]=2[N:17]=1>>[S:14]1[C:15]2[CH:21]=[CH:20][CH:19]=[CH:18][C:16]=2[N:17]=[C:13]1[NH:12][C:9]([NH:8][C:6]1[CH:7]=[C:2]([Cl:1])[CH:3]=[CH:4][C:5]=1[CH3:11])=[S:10]. Procedure: Prepared using Method A from 5.0 g (27.2 mmol) of 5-chloro-2-methyl-phenyl isothiocyanate and 3.90 g (26 mmol) of 2-aminobenzothiazole to give 2.7 g of title compound as a white fluffy solid (30% yield). Reactants: Cl.BrC1=CC=C(C=C1)N1C(NN=C1C[C@H]1CNCC1)=O (4-(4-bromophenyl)-5-[(3S)-3-pyrrolidinylmethyl]-2,4-dihydro-3H-1,2,4-triazol-3-one hydrochloride), C(C)(C)N(C(C)C)CC (N,N-diisopropylethylamine), C(CC)(=O)Cl (propanoyl chloride). The solvent is ClCCl (dichloromethane). Run at time 2 hour. The product is BrC1=CC=C(C=C1)N1C(NN=C1C[C@H]1CN(CC1)C(CC)=O)=O (4-(4-bromophenyl)-5-{[(3S)-1-propanoyl-3-pyrrolidinyl]methyl}-2,4-dihydro-3H-1,2,4-triazol-3-one). The yield is 61.7%. RXN SMILES: Cl.[Br:2][C:3]1[CH:8]=[CH:7][C:6]([N:9]2[C:13]([CH2:14][C@@H:15]3[CH2:19][CH2:18][NH:17][CH2:16]3)=[N:12][NH:11][C:10]2=[O:20])=[CH:5][CH:4]=1.C(N(CC)C(C)C)(C)C.[C:30](Cl)(=[O:33])[CH2:31][CH3:32]>ClCCl>[Br:2][C:3]1[CH:8]=[CH:7][C:6]([N:9]2[C:13]([CH2:14][C@@H:15]3[CH2:19][CH2:18][N:17]([C:30](=[O:33])[CH2:31][CH3:32])[CH2:16]3)=[N:12][NH:11][C:10]2=[O:20])=[CH:5][CH:4]=1 |f:0.1|. Procedure: In a 4 mL screwcap vial was placed 4-(4-bromophenyl)-5-[(3S)-3-pyrrolidinylmethyl]-2,4-dihydro-3H-1,2,4-triazol-3-one hydrochloride (0.278 mmol). Added to the vial were dichloromethane (2 mL) and N,N-diisopropylethylamine (0.859 mmol). The vial contents were stirred for 1 min, at which point propanoyl chloride (0.319 mmol) was added. The vial was capped and the contents were stirred at room temperature for 2 h. The reaction was quenched with saturated aq NH4Cl (1 mL) and the solution was stirred... The reactants are CCc1ccc(-c2ccc(N(C(C)=O)c3ccc(C)cc3)cc2)cc1, CCO, Cl, O. Yields the product CCc1ccc(-c2ccc(Nc3ccc(C)cc3)cc2)cc1. RXN SMILES: [C:1](=[O:2])([CH3:3])[N:4]([c:5]1[cH:6][cH:7][c:8](-[c:11]2[cH:12][cH:13][c:14]([CH2:17][CH3:18])[cH:15][cH:16]2)[cH:9][cH:10]1)[c:19]1[cH:20][cH:21][c:22]([CH3:25])[cH:23][cH:24]1.[CH3:26][CH2:27][OH:28].[ClH:29].[OH2:30]>>[NH:4]([c:5]1[cH:6][cH:7][c:8](-[c:11]2[cH:12][cH:13][c:14]([CH2:17][CH3:18])[cH:15][cH:16]2)[cH:9][cH:10]1)[c:19]1[cH:20][cH:21][c:22]([CH3:25])[cH:23][cH:24]1. The reactants are COC(=O)C(C)n1ccc2cc(OCc3ccccc3)ccc21, CCO, O=C[O-], [NH4+], [OH-], [OH-], [Pd+2]. Product: COC(=O)C(C)n1ccc2cc(O)ccc21. Reaction SMILES: [CH3:1][O:2][C:3]([CH:4]([CH3:5])[n:6]1[cH:7][cH:8][c:9]2[cH:10][c:11]([O:15][CH2:16][c:17]3[cH:18][cH:19][cH:20][cH:21][cH:22]3)[cH:12][cH:13][c:14]12)=[O:23].[CH3:28][CH2:29][OH:30].[CH:24]([O-:25])=[O:26].[NH4+:27].[OH-:31].[OH-:32].[Pd+2:33]>>[CH3:1][O:2][C:3]([CH:4]([CH3:5])[n:6]1[cH:7][cH:8][c:9]2[cH:10][c:11]([OH:15])[cH:12][cH:13][c:14]12)=[O:23]. Starting materials: N([C@@H](CCCC)C(=O)O)C(=O)OCC1C2=CC=CC=C2C2=CC=CC=C12 (Fmoc-Ahx-OH), C(=O)(OCC1C2=CC=CC=C2C2=CC=CC=C12)N([C@@H](CC1=CC=CC=C1)C(=O)O)C (Fmoc-MePhe-OH), Amino Acid, N([C@@H](CC1=CNC2=CC=CC=C12)C(=O)O)C(=O)OCC1C2=CC=CC=C2C2=CC=CC=C12 (Fmoc-Trp-OH), Hpa-OSu, N(CC(=O)O)C(=O)OCC1C2=CC=CC=C2C2=CC=CC=C12 (Fmoc-Gly-OH), N([C@@H](CCCC)C(=O)O)C(=O)OCC1C2=CC=CC=C2C2=CC=CC=C12 (Fmoc-Ahx-OH), C(=O)(OCC1C2=CC=CC=C2C2=CC=CC=C12)N([C@@H](CC(OC(C)(C)C)=O)C(=O)O)C (Fmoc-MeAsp(OtBu)-OH). The product is title compound, N[C@@H](CC1=CC=CC=C1)C(=O)O (Phe), N([C@@H](CC1=CC=CC=C1)C(=O)O)C (MePhe), N[C@@H](CCCC)C(=O)O (Ahx), N[C@@H](CC1=CNC2=CC=CC=C12)C(=O)O (Trp). As a reaction SMILES: [C:1]([N:18](C)[C@H:19]([C:27]([OH:29])=[O:28])[CH2:20][C:21]1[CH:26]=[CH:25][CH:24]=[CH:23][CH:22]=1)(OCC1C2C(=CC=CC=2)C2C1=CC=CC=2)=O.C(N(C)[C@H](C(O)=O)CC(=O)OC(C)(C)C)(OCC1C2C(=CC=CC=2)C2C1=CC=CC=2)=O.[NH:62](C(OCC1C2C(=CC=CC=2)C2C1=CC=CC=2)=O)[C@H:63]([C:68]([OH:70])=[O:69])[CH2:64][CH2:65][CH2:66][CH3:67].[NH:88](C(OCC1C2C(=CC=CC=2)C2C1=CC=CC=2)=O)[C@H:89]([C:100]([OH:102])=[O:101])[CH2:90][C:91]1[C:99]2[C:94](=[CH:95][CH:96]=[CH:97][CH:98]=2)[NH:93][CH:92]=1.N(C(OCC1C2C(=CC=CC=2)C2C1=CC=CC=2)=O)CC(O)=O>>[NH2:18][C@H:19]([C:27]([OH:29])=[O:28])[CH2:20][C:21]1[CH:26]=[CH:25][CH:24]=[CH:23][CH:22]=1.[NH:18]([CH3:1])[C@H:19]([C:27]([OH:29])=[O:28])[CH2:20][C:21]1[CH:26]=[CH:25][CH:24]=[CH:23][CH:22]=1.[NH2:62][C@H:63]([C:68]([OH:70])=[O:69])[CH2:64][CH2:65][CH2:66][CH3:67].[NH2:88][C@H:89]([C:100]([OH:102])=[O:101])[CH2:90][C:91]1[C:99]2[C:94](=[CH:95][CH:96]=[CH:97][CH:98]=2)[NH:93][CH:92]=1. Procedure: By following essentially the procedure of Table 2 and sequentially coupling Fmoc-MePhe-OH, Fmoc-MeAsp(OtBu)-OH, Fmoc-Ahx-OH, Fmoc-Trp-OH, Fmoc-Gly-OH, Fmoc-Ahx-OH and Hpa-OSu, the title compound was prepared. Amino Acid analysis following acid decomposition gave MeAsp 1.01 (1), Gly 1.05 (1), MePhe 0.91 (1), Ahx 2.02 (2), Trp 0.84 (1), NH3 0.82. MS (FAB): m/e 909 (M-H)-. Isolated yield 56.6%. Reactants: FC1=C(C=C2C=NNC2=C1)N (6-fluoro-1H-indazol-5-amine), FC1=C(C=CC=C1F)C1C(=C(NC(C1)=O)C)C(=O)O (4-(2,3-Difluorophenyl)-2-methyl-6-oxo-1,4,5,6-tetrahydro-3-pyridinecarboxylic acid), CN(C)C=O (DMF), C(C(=O)Cl)(=O)Cl (oxalyl chloride). The solvent is N1=CC=CC=C1 (pyridine), C(Cl)Cl (CH2Cl2), CCOC(=O)C (EtOAc). Procedure details: The product of Step 2 (40 mg, 0.15 mmol) was suspended in CH2Cl2 (2 mL) under Ar. DMF (10 μL) was added, followed by oxalyl chloride (13 μL, 0.15 mmol). This mixture was stirred at rt for 30 min, then the resultant yellow solution was added to a −15° C. solution of 6-fluoro-1H-indazol-5-amine (25 mg, 0.17 mmol) in pyridine (2 mL). After stirring at −15° C. for 15 min, the reaction mixture was allowed to warm to rt over 1 h. The mixture was poured into EtOAc (50 mL), washed sequentially with aq. ... Yields the product FC1=C(C=CC=C1F)C1C(=C(NC(C1)=O)C)C(=O)NC=1C=C2C=NNC2=CC1F (4-(2,3-Difluorophenyl)-N-(6-fluoro-1H-indazol-5-yl)-2-methyl-6-oxo-1,4,5,6-tetrahydro-3-pyridinecarboxamide). Reaction SMILES: [F:1][C:2]1[C:7]([F:8])=[CH:6][CH:5]=[CH:4][C:3]=1[CH:9]1[CH2:14][C:13](=[O:15])[NH:12][C:11]([CH3:16])=[C:10]1[C:17]([OH:19])=O.CN(C=O)C.C(Cl)(=O)C(Cl)=O.[F:31][C:32]1[CH:40]=[C:39]2[C:35]([CH:36]=[N:37][NH:38]2)=[CH:34][C:33]=1[NH2:41]>C(Cl)Cl.N1C=CC=CC=1.CCOC(C)=O>[F:1][C:2]1[C:7]([F:8])=[CH:6][CH:5]=[CH:4][C:3]=1[CH:9]1[CH2:14][C:13](=[O:15])[NH:12][C:11]([CH3:16])=[C:10]1[C:17]([NH:41][C:33]1[CH:34]=[C:35]2[C:39](=[CH:40][C:32]=1[F:31])[NH:38][N:37]=[CH:36]2)=[O:19]. Run at time 30 minute. Starting materials: C(C1=CC=CC=C1)N1CCC(CC1)(C#N)NC1=CC(=CC=C1)F (1-benzyl-4-[(3-fluorophenyl)amino]piperidine-4-carbonitrile), C(C)C(C(=O)Cl)C(=O)Cl (ethyl malonyl chloride), N1=C(C=CC=C1C)C (2,6-lutidine), C(C)C(C(=O)Cl)C(=O)Cl (ethyl malonyl chloride), ester ethyl 3-[(1-benzyl-4-cyanopiperidin-4-yl)(3-fluorophenyl)amino]-3-oxopropanoate, C(C1=CC=CC=C1)N1CCC(CC1)(C#N)N(C(CC(=O)O)=O)C1=CC(=CC=C1)F (3-[(1-benzyl-4-cyanopiperidin-4-yl)(3-fluorophenyl)amino]-3-oxopropanoic acid). Solvent: ClCCl (dichloromethane), ClCCl (dichloromethane). Run at time 2.5 hour. Product: C(C1=CC=CC=C1)N1CCC(CC1)(C#N)N(C(CC(=O)OCC)=O)C1=CC(=CC=C1)F (Ethyl 3-[(1-benzyl-4-cyanopiperidin-4-yl)(3-fluorophenyl)amino]-3-oxopropanoate). RXN SMILES: [CH2:1](N1CCC(NC2C=CC=C(F)C=2)(C#N)CC1)[C:2]1C=CC=CC=1.C(C(C(Cl)=O)C(Cl)=O)C.N1C(C)=CC=CC=1C.[CH2:41]([N:48]1[CH2:53][CH2:52][C:51]([N:56]([C:63]2[CH:68]=[CH:67][CH:66]=[C:65]([F:69])[CH:64]=2)[C:57](=[O:62])[CH2:58][C:59]([OH:61])=[O:60])([C:54]#[N:55])[CH2:50][CH2:49]1)[C:42]1[CH:47]=[CH:46][CH:45]=[CH:44][CH:43]=1>ClCCl>[CH2:41]([N:48]1[CH2:53][CH2:52][C:51]([N:56]([C:63]2[CH:68]=[CH:67][CH:66]=[C:65]([F:69])[CH:64]=2)[C:57](=[O:62])[CH2:58][C:59]([O:61][CH2:1][CH3:2])=[O:60])([C:54]#[N:55])[CH2:50][CH2:49]1)[C:42]1[CH:43]=[CH:44][CH:45]=[CH:46][CH:47]=1. Reported procedure: To a solution of 1-benzyl-4-[(3-fluorophenyl)amino]piperidine-4-carbonitrile (Intermediate 1A.1-1, 9.0 g, 29.1 mmol) in dichloromethane (150 ml) were added ethyl malonyl chloride (4.9 ml, 37.8 mmol) and 2,6-lutidine (5.1 ml, 43.6 mmol). The reaction was allowed to stir at rt for 2.5 h. Additional ethyl malonyl chloride (1.1 ml, 8.7 mmol) was added, and the reaction was allowed to stir for 30 min. The reaction was diluted with dichloromethane and washed with water and brine. The organic portion w...